From a dataset of the Open Reaction Database (ORD), a public repository of structured organic reaction records. describe an organic reaction: reactants, conditions, products, and yield The reactants are O=C(O)CBr, CCO, COc1c(Cl)ccc(Cl)c1C(=O)NO, Cl, [Na+], [OH-], O. Yields the product COc1c(Cl)ccc(Cl)c1C(=O)NOCC(=O)O. RXN SMILES: [Br:17][CH2:18][C:19](=[O:20])[OH:21].[CH3:24][CH2:25][OH:26].[Cl:3][c:4]1[c:5]([O:15][CH3:16])[c:6]([C:7](=[O:8])[NH:9][OH:10])[c:11]([Cl:14])[cH:12][cH:13]1.[ClH:22].[Na+:2].[OH-:1].[OH2:23]>>[Cl:3][c:4]1[c:5]([O:15][CH3:16])[c:6]([C:7](=[O:8])[NH:9][O:10][CH2:18][C:19](=[O:20])[OH:21])[c:11]([Cl:14])[cH:12][cH:13]1. The reactants are O (water), C(CC)(=O)OCC (Ethyl propionate), [I-].N[N+]1=CC=CC=C1 (1-aminopyridinium iodide), C([O-])([O-])=O.[K+].[K+] (potassium carbonate). Procedure: Ethyl propionate (50.2 mL, 49.54 mmol) and 1-aminopyridinium iodide (10.0 g, 45 mmol) were added to a suspension of potassium carbonate (8.71 g, 63.02 mmol) in N,N′-dimethylformamide (100 mL) and the resulting mixture was stirred at room temperature for 2 h before being poured into 100 mL of water. Ethyl acetate was then added and the aqueous layer was separated and washed with ethyl acetate (×2). The combined organic layers were dried over magnesium sulphate, filtered and evaporated. The crude ... Yields the product N1=CC(=C2N1C=CC=C2)C(=O)OCC (Ethyl pyrazolo[1,5-a]pyridine-3-carboxylate). Yield: 50.2%. As a reaction SMILES: [C:1]([O:5][CH2:6][CH3:7])(=[O:4])[CH2:2][CH3:3].[I-].[NH2:9][N+:10]1[CH:15]=[CH:14][CH:13]=[CH:12][CH:11]=1.C(=O)([O-])[O-].[K+].[K+].O>CN(C=O)C.C(OCC)(=O)C>[N:9]1[N:10]2[CH:15]=[CH:14][CH:13]=[CH:12][C:11]2=[C:2]([C:1]([O:5][CH2:6][CH3:7])=[O:4])[CH:3]=1 |f:1.2,3.4.5|. Solvent: CN(C)C=O (N,N′-dimethylformamide), C(C)(=O)OCC (Ethyl acetate). Reaction conditions: time 2 hour.